From a dataset of the Open Reaction Database (ORD), a public repository of structured organic reaction records. describe an organic reaction: reactants, conditions, products, and yield The reactants are CCC#CCC(C)OC(=O)c1ccccc1O, CCO, [Pd]. Product: CCC=CCC(C)OC(=O)c1ccccc1O. RXN SMILES: [C:1]([c:2]1[c:3]([OH:4])[cH:5][cH:6][cH:7][cH:8]1)(=[O:9])[O:10][CH:11]([CH3:12])[CH2:13][C:14]#[C:15][CH2:16][CH3:17].[CH3:19][CH2:20][OH:21].[Pd:18]>>[C:1]([c:2]1[c:3]([OH:4])[cH:5][cH:6][cH:7][cH:8]1)(=[O:9])[O:10][CH:11]([CH3:12])[CH2:13][CH:14]=[CH:15][CH2:16][CH3:17]. Isolated yield 88.0%. Reaction SMILES: [Cl:1][C:2]1[CH:7]=[CH:6][C:5]([C@H:8]2[CH2:13][CH2:12][C@H:11]([C:14]([OH:16])=O)[CH2:10][CH2:9]2)=[CH:4][CH:3]=1.S(Cl)([Cl:19])=O>C(Cl)(Cl)(Cl)Cl>[Cl:1][C:2]1[CH:7]=[CH:6][C:5]([C@H:8]2[CH2:13][CH2:12][C@H:11]([C:14]([Cl:19])=[O:16])[CH2:10][CH2:9]2)=[CH:4][CH:3]=1. Procedure: Then, trans-4-(p-chlorophenyl)cyclohexane carboxylic acid (160 g, 0.67 mole) was stirred together with 100 ml of thionyl chloride and 500 ml of carbon tetrachloride at a reflux temperature for one day and a night. Then the solvent was distilled off by an evaporator. The residue was distilled under reduced pressure, whereby trans-4-(p-chlorophenyl)cyclohexane carboxylic acid chloride was obtained as a yellow liquid. The amount was 152 g, the yield was 88%, and the boiling point was 144° C./0.3 mm... The solvent is C(Cl)(Cl)(Cl)Cl (carbon tetrachloride). Reactants: ClC1=CC=C(C=C1)[C@@H]1CC[C@H](CC1)C(=O)O (trans-4-(p-chlorophenyl)cyclohexane carboxylic acid), S(=O)(Cl)Cl (thionyl chloride). Product: ClC1=CC=C(C=C1)[C@@H]1CC[C@H](CC1)C(=O)Cl (trans-4-(p-chlorophenyl)cyclohexane carboxylic acid chloride).